describe an organic reaction: reactants, conditions, products, and yield From a dataset of the Open Reaction Database (ORD), a public repository of structured organic reaction records. The reactants are [BH4-], CCO, O=C1CN2CCC1CC2, Nc1ccccc1, [Na+]. The product is c1ccc(NC2CN3CCC2CC3)cc1. Reaction SMILES: [BH4-:17].[CH3:19][CH2:20][OH:21].[N:1]12[CH2:2][C:3](=[O:9])[CH:4]([CH2:5][CH2:6]1)[CH2:7][CH2:8]2.[NH2:10][c:11]1[cH:12][cH:13][cH:14][cH:15][cH:16]1.[Na+:18]>>[N:1]12[CH2:2][CH:3]([NH:10][c:11]3[cH:12][cH:13][cH:14][cH:15][cH:16]3)[CH:4]([CH2:5][CH2:6]1)[CH2:7][CH2:8]2. The reactants are ClCCl, CP(C)(=O)Oc1ccc([N+](=O)[O-])cc1, C1CCC2=NCCCN2CC1, Oc1ccc2[nH]nc(-c3cc4ccccc4[nH]3)c2c1. The product is CP(C)(=O)Oc1ccc2[nH]nc(-c3cc4ccccc4[nH]3)c2c1. Reaction SMILES: [Cl:45][CH2:46][Cl:47].[N+:20]([c:21]1[cH:22][cH:23][c:24]([O:29][P:30](=[O:25])([CH3:32])[CH3:33])[cH:26][cH:27]1)([O-:28])=[O:31].[N:34]12[CH2:35][CH2:36][CH2:37][N:38]=[C:39]1[CH2:40][CH2:41][CH2:42][CH2:43][CH2:44]2.[nH:1]1[c:2](-[c:10]2[n:11][nH:12][c:13]3[cH:14][cH:15][c:16]([OH:19])[cH:17][c:18]23)[cH:3][c:4]2[cH:5][cH:6][cH:7][cH:8][c:9]12>>[nH:1]1[c:2](-[c:10]2[n:11][nH:12][c:13]3[cH:14][cH:15][c:16]([O:19][P:30](=[O:29])([CH3:32])[CH3:33])[cH:17][c:18]23)[cH:3][c:4]2[cH:5][cH:6][cH:7][cH:8][c:9]12. Starting materials: I[Si](C)(C)C (Iodotrimethylsilane), COCCN1N=C(N=C1CCC1=NN2C(C(=NC=C2C)C)=N1)C1=CC=CC=C1 (2-{2-[2-(2-Methoxy-ethyl)-5-phenyl-2H-1,2,4-triazol-3-yl]ethyl}-5,8-dimethyl-[1,2,4]triazolo[1,5-a]pyrazine), I[Si](C)(C)C (Iodotrimethylsilane), CO (MeOH), S(=O)([O-])[O-].[Na+].[Na+] (sodium sulfite). Run in C(Cl)(Cl)Cl (Chloroform). Reaction conditions: time 4 hour. Product: CC1=CN=C(C=2N1N=C(N2)CCC2=NC(=NN2CCO)C2=CC=CC=C2)C (2-{5-[2-(5,8-Dimethyl-[1,2,4]triazolo[1,5-a]pyrazin-2-yl)-ethyl]-3-phenyl-[1,2,4]triazol-1-yl}-ethanol). As a reaction SMILES: I[Si](C)(C)C.C[O:7][CH2:8][CH2:9][N:10]1[C:14]([CH2:15][CH2:16][C:17]2[N:27]=[C:20]3[C:21]([CH3:26])=[N:22][CH:23]=[C:24]([CH3:25])[N:19]3[N:18]=2)=[N:13][C:12]([C:28]2[CH:33]=[CH:32][CH:31]=[CH:30][CH:29]=2)=[N:11]1.CO.S([O-])([O-])=O.[Na+].[Na+]>C(Cl)(Cl)Cl>[CH3:25][C:24]1[N:19]2[N:18]=[C:17]([CH2:16][CH2:15][C:14]3[N:10]([CH2:9][CH2:8][OH:7])[N:11]=[C:12]([C:28]4[CH:33]=[CH:32][CH:31]=[CH:30][CH:29]=4)[N:13]=3)[N:27]=[C:20]2[C:21]([CH3:26])=[N:22][CH:23]=1 |f:3.4.5|. Procedure details: Iodotrimethylsilane (92.0 uL, 0.646 mmol) was added to a stirred solution of 2-{2-[2-(2-Methoxy-ethyl)-5-phenyl-2H-1,2,4-triazol-3-yl]ethyl}-5,8-dimethyl-[1,2,4]triazolo[1,5-a]pyrazine (61 mg, 0.16 mmol) in Chloroform (5 mL) under an atmosphere of Argon at rt. The solution was stirred at rt 4 h. More Iodotrimethylsilane (184 uL, 1.29 mmol) was added and the mixture was stirred at rt ON. MeOH (10 ml) and solid sodium sulfite (0.5 g) was added and the mixture was stirred 30 min, filtered and evapo... Starting materials: O=C([O-])[O-], Cc1ccc(O)cc1Cl, CI, [K+], [K+], CN(C)C=O. Yields the product COc1ccc(C)c(Cl)c1. As a reaction SMILES: [C:12](=[O:13])([O-:14])[O-:15].[Cl:1][c:2]1[cH:3][c:4]([OH:9])[cH:5][cH:6][c:7]1[CH3:8].[I:10][CH3:11].[K+:16].[K+:17].[O:18]=[CH:19][N:20]([CH3:21])[CH3:22]>>[Cl:1][c:2]1[cH:3][c:4]([O:9][CH3:12])[cH:5][cH:6][c:7]1[CH3:8].